Dataset: the Open Reaction Database (ORD), a public repository of structured organic reaction records. Task: describe an organic reaction: reactants, conditions, products, and yield Reactants: ClC1=CC2=C(NCC3=C(C2)C=CC=C3)C=C1 (2-chloro-6,11-dihydro-5H-dibenz[b,e]azepine), [N+](=O)([O-])C1=CC=C(C(=O)Cl)C=C1 (4-nitrobenzoyl chloride), C(C)(C)N(C(C)C)CC (N,N-diisopropylethylamine). Reagents/catalysts: CN(C1=CC=NC=C1)C (4-(dimethylamino)pyridine). The solvent is ClCCl (dichloromethane). The product is ClC1=CC2=C(N(CC3=C(C2)C=CC=C3)C(C3=CC=C(C=C3)[N+](=O)[O-])=O)C=C1 (2-Chloro-5-(4-nitrobenzoyl)-6,11-dihydro-5H-dibenz[b,e]azepine). The yield is 68.9%. RXN SMILES: [Cl:1][C:2]1[CH:16]=[CH:15][C:5]2[NH:6][CH2:7][C:8]3[CH:14]=[CH:13][CH:12]=[CH:11][C:9]=3[CH2:10][C:4]=2[CH:3]=1.[N+:17]([C:20]1[CH:28]=[CH:27][C:23]([C:24](Cl)=[O:25])=[CH:22][CH:21]=1)([O-:19])=[O:18].C(N(CC)C(C)C)(C)C>CN(C)C1C=CN=CC=1.ClCCl>[Cl:1][C:2]1[CH:16]=[CH:15][C:5]2[N:6]([C:24](=[O:25])[C:23]3[CH:22]=[CH:21][C:20]([N+:17]([O-:19])=[O:18])=[CH:28][CH:27]=3)[CH2:7][C:8]3[CH:14]=[CH:13][CH:12]=[CH:11][C:9]=3[CH2:10][C:4]=2[CH:3]=1. Procedure: A mixture of 2.05 g of 2-chloro-6,11-dihydro-5H-dibenz[b,e]azepine, 2.15 g of 4-nitrobenzoyl chloride, 1.50 g of N,N-diisopropylethylamine, 54 mg of 4-(dimethylamino)pyridine in 15 ml of dichloromethane is refluxed for 18 hours. The mixture is cooled and washed with H2O, 1N HCl, 1M NaHCO3, brine and dried (Na2SO4). The solution is filtered through a thin pad of hydrous magnesium silicate and the pad washed with dichloromethane. The filtrate is concentrated and the residue recrystallized from dic... The reactants are C(C)(C)(C)OC(=O)N1C[C@@H]([C@H](CC1)C1=CC=C(C=C1)OCCCOCC1=C(C=CC=C1)OC)OCC1=CC=C2CCCN(C2=C1)CCNC ((3R,4R)-4-[4-[3-(2-methoxy-benzyloxy)-propoxy]-phenyl]-3-[1-(2-methylamino-ethyl)-1,2,3,4-tetrahydro-quinolin-7-ylmethoxy]-piperidine-1-carboxylic acid tert-butyl ester), Cl.CO (HCl methanol). The product is COC1=C(COCCCOC2=CC=C(C=C2)[C@@H]2[C@H](CNCC2)OCC2=CC=C3CCCN(C3=C2)CCNC)C=CC=C1 ((3R,4R)-[2-[7-[4-[4-[3-(2-methoxy-benzyloxy)-propoxy]-phenyl]-piperidin-3-yloxymethyl]-3,4-dihydro-2H-quinolin-1-yl]-ethyl]-methyl-amine). As a reaction SMILES: C(OC([N:8]1[CH2:13][CH2:12][C@H:11]([C:14]2[CH:19]=[CH:18][C:17]([O:20][CH2:21][CH2:22][CH2:23][O:24][CH2:25][C:26]3[CH:31]=[CH:30][CH:29]=[CH:28][C:27]=3[O:32][CH3:33])=[CH:16][CH:15]=2)[C@@H:10]([O:34][CH2:35][C:36]2[CH:45]=[C:44]3[C:39]([CH2:40][CH2:41][CH2:42][N:43]3[CH2:46][CH2:47][NH:48][CH3:49])=[CH:38][CH:37]=2)[CH2:9]1)=O)(C)(C)C.Cl.CO>>[CH3:33][O:32][C:27]1[CH:28]=[CH:29][CH:30]=[CH:31][C:26]=1[CH2:25][O:24][CH2:23][CH2:22][CH2:21][O:20][C:17]1[CH:16]=[CH:15][C:14]([C@H:11]2[CH2:12][CH2:13][NH:8][CH2:9][C@@H:10]2[O:34][CH2:35][C:36]2[CH:45]=[C:44]3[C:39]([CH2:40][CH2:41][CH2:42][N:43]3[CH2:46][CH2:47][NH:48][CH3:49])=[CH:38][CH:37]=2)=[CH:19][CH:18]=1 |f:1.2|. Procedure details: In analogy to the procedure described in example 4(b), the (3R,4R)-4-[4-[3-(2-methoxy-benzyloxy)-propoxy]-phenyl]-3-[1-(2-methylamino-ethyl)-1,2,3,4-tetrahydro-quinolin-7-ylmethoxy]-piperidine-1-carboxylic acid tert-butyl ester was deprotected with HCl/methanol to yield the (3R,4R)-[2-[7-[4-[4-[3-(2-methoxy-benzyloxy)-propoxy]-phenyl]-piperidin-3-yloxymethyl]-3,4-dihydro-2H-quinolin-1-yl]-ethyl]-methyl-amine as a yellow oil; MS: 574 (M+H)+. The product is COC(=O)C1COCCC1N(C)S(=O)(=O)c1ccc(OCc2cc(C)nc3ccccc23)cc1. RXN SMILES: [C:34](=[O:35])([O-:36])[O-:37].[CH3:1][O:2][C:3](=[O:4])[CH:5]1[CH2:6][O:7][CH2:8][CH2:9][CH:10]1[NH:11][S:12](=[O:13])(=[O:14])[c:15]1[cH:16][cH:17][c:18]([O:21][CH2:22][c:23]2[cH:24][c:25]([CH3:33])[n:26][c:27]3[cH:28][cH:29][cH:30][cH:31][c:32]23)[cH:19][cH:20]1.[I:40][CH3:41].[K+:38].[K+:39].[O:42]=[CH:43][N:44]([CH3:45])[CH3:46]>>[CH3:1][O:2][C:3](=[O:4])[CH:5]1[CH2:6][O:7][CH2:8][CH2:9][CH:10]1[N:11]([S:12](=[O:13])(=[O:14])[c:15]1[cH:16][cH:17][c:18]([O:21][CH2:22][c:23]2[cH:24][c:25]([CH3:33])[n:26][c:27]3[cH:28][cH:29][cH:30][cH:31][c:32]23)[cH:19][cH:20]1)[CH3:34]. The reactants are O=C([O-])[O-], COC(=O)C1COCCC1NS(=O)(=O)c1ccc(OCc2cc(C)nc3ccccc23)cc1, CI, [K+], [K+], CN(C)C=O. Starting materials: O(C)C1=CC=C(C=C1)C1=NC2=CC=CC=C2C(=N1)C(=O)O (2-(4-methoxylphenyl)quinazoline-4-carboxylic acid), Br.OC1=C2CCNCC2=CC=C1O (5,6-dihydroxy-1,2,3,4-tetrahydroisoquinoline hydrobromide). Product: O(C)C1=CC=C(C=C1)C1=NC2=CC=CC=C2C(=N1)C(=O)N1CC2=CC=C(C(=C2CC1)O)O (2-[[2-(4-methoxylphenyl)quinazolin-4-yl]carbonyl]-5,6-dihydroxy-1,2,3,4-tetrahydroisoquinoline). Isolated yield 9.0%. As a reaction SMILES: [O:1]([C:3]1[CH:8]=[CH:7][C:6]([C:9]2[N:18]=[C:17]([C:19]([OH:21])=O)[C:16]3[C:11](=[CH:12][CH:13]=[CH:14][CH:15]=3)[N:10]=2)=[CH:5][CH:4]=1)[CH3:2].Br.[OH:23][C:24]1[C:33]([OH:34])=[CH:32][CH:31]=[C:30]2[C:25]=1[CH2:26][CH2:27][NH:28][CH2:29]2>>[O:1]([C:3]1[CH:8]=[CH:7][C:6]([C:9]2[N:18]=[C:17]([C:19]([N:28]3[CH2:27][CH2:26][C:25]4[C:30](=[CH:31][CH:32]=[C:33]([OH:34])[C:24]=4[OH:23])[CH2:29]3)=[O:21])[C:16]3[C:11](=[CH:12][CH:13]=[CH:14][CH:15]=3)[N:10]=2)=[CH:5][CH:4]=1)[CH3:2] |f:1.2|. Procedure: Reaction of 2-(4-methoxylphenyl)quinazoline-4-carboxylic acid with 5,6-dihydroxy-1,2,3,4-tetrahydroisoquinoline hydrobromide gave compound 23 (9% yield) as brown oil. 1H NMR (300 MHz, DMSO-d6) δ 2.62 and 2.88 (2t, 2H), 3.46 and 4.01 (2t, 2H), 3.87 (s, 3H), 4.33 and 4.87 (2s, 2H), 6.16 and 6.62 (2d, 1H), 6.51 and 6.72 (2d, 1H), 7.09-7.15 (m, 2H), 7.63-7.74 (m, 1H), 7.80-7.92 (2d, 1H), 8.02-8.12 (m, 2H), 8.44-8.51 (m, 2H); MS (ESI) m/z 428 ([M+H]+). Starting materials: N1N=NC2=C1C=CC=C2 (Benzotriazole), C1(=CC=C(C=C1)S(=O)(=O)O)C (p-toluenesulfonic acid), ClC1=CC=C(C(=O)N)C=C1 (4-chlorobenzamide), CC(C=O)(CC=C)C (2,2-dimethyl-4-pentenal). Product: N1(N=NC2=C1C=CC=C2)C(C(CC=C)(C)C)NC(C2=CC=C(C=C2)Cl)=O (N-[1-(1H-1,2,3-benzotriazol-1-yl)-2,2-dimethyl-4-pentenyl]-4-chlorobenzamide). RXN SMILES: [NH:1]1[C:5]2[CH:6]=[CH:7][CH:8]=[CH:9][C:4]=2[N:3]=[N:2]1.[Cl:10][C:11]1[CH:19]=[CH:18][C:14]([C:15]([NH2:17])=[O:16])=[CH:13][CH:12]=1.[CH3:20][C:21]([CH3:27])([CH2:24][CH:25]=[CH2:26])[CH:22]=O.C1(C)C=CC(S(O)(=O)=O)=CC=1>>[N:1]1([CH:20]([NH:17][C:15](=[O:16])[C:14]2[CH:18]=[CH:19][C:11]([Cl:10])=[CH:12][CH:13]=2)[C:21]([CH3:27])([CH3:22])[CH2:24][CH:25]=[CH2:26])[C:5]2[CH:6]=[CH:7][CH:8]=[CH:9][C:4]=2[N:3]=[N:2]1. Procedure details: Benzotriazole, 4-chlorobenzamide, 2,2-dimethyl-4-pentenal, and p-toluenesulfonic acid were processed as in Example 53A to provide Example 67A.